From a dataset of the Open Reaction Database (ORD), a public repository of structured organic reaction records. describe an organic reaction: reactants, conditions, products, and yield Procedure: A mixture of t-butyl-N-((5-chloro-2-hydroxy-4-oxo-2′,3′,5′,6′-tetrahydro-4H-spiro[naphthalene-1,4′-pyran]-3-yl)carbonyl)glycinate (51 mg, 121 μmol) in 1 mL TFA was stirred at room temperature for 30 minutes and diluted with 20 mL water. The solid was collected by filtration and washed with 20 mL water. The solid was then dried under high vacuum to give, 39 mg pale yellow solid. MS m/e: (M+H)+ 366. RXN SMILES: C([O:5][C:6](=[O:29])[CH2:7][NH:8][C:9]([C:11]1[C:25](=[O:26])[C:24]2[C:19](=[CH:20][CH:21]=[CH:22][C:23]=2[Cl:27])[C:13]2([CH2:18][CH2:17][O:16][CH2:15][CH2:14]2)[C:12]=1[OH:28])=[O:10])(C)(C)C>C(O)(C(F)(F)F)=O.O>[Cl:27][C:23]1[CH:22]=[CH:21][CH:20]=[C:19]2[C:24]=1[C:25](=[O:26])[C:11]([C:9]([NH:8][CH2:7][C:6]([OH:29])=[O:5])=[O:10])=[C:12]([OH:28])[C:13]12[CH2:14][CH2:15][O:16][CH2:17][CH2:18]1. Yields the product ClC1=C2C(C(=C(C3(CCOCC3)C2=CC=C1)O)C(=O)NCC(=O)O)=O (N-((5-chloro-2-hydroxy-4-oxo-2′,3′,5′,6′-tetrahydro-4H-spiro[naphthalene-1,4′-pyran]-3-yl)carbonyl)glycine). Reactants: C(C)(C)(C)OC(CNC(=O)C1=C(C2(CCOCC2)C2=CC=CC(=C2C1=O)Cl)O)=O (t-butyl-N-((5-chloro-2-hydroxy-4-oxo-2′,3′,5′,6′-tetrahydro-4H-spiro[naphthalene-1,4′-pyran]-3-yl)carbonyl)glycinate), pale yellow solid. Run in C(=O)(C(F)(F)F)O (TFA), O (water). Run at time 30 minute. Reactants: O=C1N(C2=NC=CC=C2C=C1)CCCC1(CCN(CC1)CCSC=1SC=CC1)C(=O)OCC (ethyl 4-(3-(2-oxo-1,8-naphthyridin-1(2H)-yl)propyl)-1-(2-(2-thienylthio)ethyl)piperidine-4-carboxylate), [OH-].[Na+] (sodium hydroxide), [OH-].[Na+] (sodium hydroxide). Run in C(C)O (ethanol). Run at time 7 hour. Yields the product O=C1N(C2=NC=CC=C2C=C1)CCCC1(CCN(CC1)CCSC=1SC=CC1)C(=O)O (4-(3-(2-oxo-1,8-naphthyridin-1(2H)-yl) propyl)-1-(2-(2-thienylthio)ethyl)piperidine-4-carboxylic acid). The yield is 77.8%. As a reaction SMILES: [O:1]=[C:2]1[CH:11]=[CH:10][C:9]2[C:4](=[N:5][CH:6]=[CH:7][CH:8]=2)[N:3]1[CH2:12][CH2:13][CH2:14][C:15]1([C:29]([O:31]CC)=[O:30])[CH2:20][CH2:19][N:18]([CH2:21][CH2:22][S:23][C:24]2[S:25][CH:26]=[CH:27][CH:28]=2)[CH2:17][CH2:16]1.[OH-].[Na+]>C(O)C>[O:1]=[C:2]1[CH:11]=[CH:10][C:9]2[C:4](=[N:5][CH:6]=[CH:7][CH:8]=2)[N:3]1[CH2:12][CH2:13][CH2:14][C:15]1([C:29]([OH:31])=[O:30])[CH2:16][CH2:17][N:18]([CH2:21][CH2:22][S:23][C:24]2[S:25][CH:26]=[CH:27][CH:28]=2)[CH2:19][CH2:20]1 |f:1.2|. Procedure: To a solution of 0.30 g of ethyl 4-(3-(2-oxo-1,8-naphthyridin-1(2H)-yl)propyl)-1-(2-(2-thienylthio)ethyl)piperidine-4-carboxylate in 5 mL of ethanol, 1.7 mL of a 20% aqueous sodium hydroxide solution was added at room temperature, and the mixture was heated under reflux while stirring for 7 hours. Thereto was further added 0.3 mL of a 20% aqueous sodium hydroxide solution, and mixture was stirred for 1 hour, and then cooled to room temperature, and the solvent was distilled off under reduced pre...